Task: describe an organic reaction: reactants, conditions, products, and yield. Dataset: the Open Reaction Database (ORD), a public repository of structured organic reaction records Procedure details: 2.5 g of 8-cyclopropyl-2-methyleneoctanoic acid ethyl ester, in the form of a yellowish oil, which is purified by chromatography on silica gel (migrating agent: 90:10 petroleum ether/ethyl acetate), are obtained by the procedure described in Example (1b) from 4.53 g of (6-cyclopropylhexyl)-malonic acid ethyl ester 0.64 g of paraformaldehyde, 4 ml of pyridine and 0.2 ml of piperidine. Reaction SMILES: [CH2:1]([O:3][C:4](=[O:18])[CH:5]([CH2:9][CH2:10][CH2:11][CH2:12][CH2:13][CH2:14][CH:15]1[CH2:17][CH2:16]1)[C:6](O)=O)[CH3:2].C=O.N1CCCCC1>N1C=CC=CC=1>[CH2:1]([O:3][C:4](=[O:18])[C:5](=[CH2:6])[CH2:9][CH2:10][CH2:11][CH2:12][CH2:13][CH2:14][CH:15]1[CH2:16][CH2:17]1)[CH3:2]. Yields the product C(C)OC(C(CCCCCCC1CC1)=C)=O (8-Cyclopropyl-2-methyleneoctanoic acid ethyl ester). Solvent: N1=CC=CC=C1 (pyridine). The reactants are C(C)OC(C(C(=O)O)CCCCCCC1CC1)=O ((6-cyclopropylhexyl)-malonic acid ethyl ester), C=O (paraformaldehyde), N1CCCCC1 (piperidine). Starting materials: O=C1OCCN(Cc2ccccc2)C1c1ccccc1, CC(C)C[AlH]CC(C)C, Cc1ccccc1, ClCCl. Product: OC1OCCN(Cc2ccccc2)C1c1ccccc1. Reaction SMILES: [CH2:1]([c:2]1[cH:3][cH:4][cH:5][cH:6][cH:7]1)[N:8]1[CH:9]([c:15]2[cH:16][cH:17][cH:18][cH:19][cH:20]2)[C:10](=[O:14])[O:11][CH2:12][CH2:13]1.[CH3:21][CH:22]([CH2:23][AlH:24][CH2:25][CH:26]([CH3:27])[CH3:28])[CH3:29].[CH3:33][c:34]1[cH:35][cH:36][cH:37][cH:38][cH:39]1.[Cl:30][CH2:31][Cl:32]>>[CH2:1]([c:2]1[cH:3][cH:4][cH:5][cH:6][cH:7]1)[N:8]1[CH:9]([c:15]2[cH:16][cH:17][cH:18][cH:19][cH:20]2)[CH:10]([OH:14])[O:11][CH2:12][CH2:13]1.